Dataset: the Open Reaction Database (ORD), a public repository of structured organic reaction records. Task: describe an organic reaction: reactants, conditions, products, and yield Reactants: [BH4-], C1CCOC1, CCOC(C)=O, Cc1ccc(S(=O)(=O)Nc2cc(Cl)cnc2C(=O)c2cccc3[nH]c(=O)oc23)cc1C(F)(F)F, [Na+], O. The product is Cc1ccc(S(=O)(=O)Nc2cc(Cl)cnc2C(O)c2cccc3[nH]c(=O)oc23)cc1C(F)(F)F. RXN SMILES: [BH4-:35].[CH2:43]1[O:44][CH2:45][CH2:46][CH2:47]1.[CH3:37][CH2:38][O:39][C:40]([CH3:41])=[O:42].[Cl:1][c:2]1[cH:3][c:4]([NH:20][S:21](=[O:22])(=[O:23])[c:24]2[cH:25][c:26]([C:31]([F:32])([F:33])[F:34])[c:27]([CH3:30])[cH:28][cH:29]2)[c:5]([C:8](=[O:9])[c:10]2[cH:11][cH:12][cH:13][c:14]3[nH:15][c:16](=[O:19])[o:17][c:18]23)[n:6][cH:7]1.[Na+:36].[OH2:48]>>[Cl:1][c:2]1[cH:3][c:4]([NH:20][S:21](=[O:22])(=[O:23])[c:24]2[cH:25][c:26]([C:31]([F:32])([F:33])[F:34])[c:27]([CH3:30])[cH:28][cH:29]2)[c:5]([CH:8]([OH:9])[c:10]2[cH:11][cH:12][cH:13][c:14]3[nH:15][c:16](=[O:19])[o:17][c:18]23)[n:6][cH:7]1. Starting materials: O, ON=C1CCc2ccccc21, Cc1ccc(S(=O)(=O)Cl)cc1, c1ccncc1. Yields the product Cc1ccc(S(=O)(=O)ON=C2CCc3ccccc32)cc1. As a reaction SMILES: [OH2:23].[OH:12][N:13]=[C:14]1[CH2:15][CH2:16][c:17]2[cH:18][cH:19][cH:20][cH:21][c:22]21.[c:1]1([CH3:11])[cH:2][cH:3][c:4]([S:7](=[O:8])(=[O:9])[Cl:10])[cH:5][cH:6]1.[cH:24]1[cH:25][cH:26][n:27][cH:28][cH:29]1>>[c:1]1([CH3:11])[cH:2][cH:3][c:4]([S:7](=[O:8])(=[O:9])[O:12][N:13]=[C:14]2[CH2:15][CH2:16][c:17]3[cH:18][cH:19][cH:20][cH:21][c:22]32)[cH:5][cH:6]1. Reactants: [BH4-].[Na+] (Sodium borohydride), [N+](=O)([O-])C1=CC=C(C(=O)C=2OC3=C(C2)C=CC=C3)C=C1 (2-(4'-nitrobenzoyl)benzofuran). Solvent: CO (methanol). Reaction conditions: time 1 hour. The product is OC(C1=CC=C(C=C1)[N+](=O)[O-])C=1OC2=C(C1)C=CC=C2 (2-(α-hydroxy-4'-nitrobenzyl)benzofuran). Reaction SMILES: [BH4-].[Na+].[N+:3]([C:6]1[CH:22]=[CH:21][C:9]([C:10]([C:12]2[O:13][C:14]3[CH:20]=[CH:19][CH:18]=[CH:17][C:15]=3[CH:16]=2)=[O:11])=[CH:8][CH:7]=1)([O-:5])=[O:4]>CO>[OH:11][CH:10]([C:12]1[O:13][C:14]2[CH:20]=[CH:19][CH:18]=[CH:17][C:15]=2[CH:16]=1)[C:9]1[CH:21]=[CH:22][C:6]([N+:3]([O-:5])=[O:4])=[CH:7][CH:8]=1 |f:0.1|. Procedure: Sodium borohydride (7.4 g., 0.2 mol.) is added portionwise to a rapidly stirred solution of 26.7 g. (0.1 mol.) of 2-(4'-nitrobenzoyl)benzofuran in methanol. The reaction mixture stirred at 25° for one hour then quenched by addition of water. The aqueous slurry is extracted with chloroform, the extracts are dried (MgSO4) and the solvent is removed in vacuo to give 2-(α-hydroxy-4'-nitrobenzyl)benzofuran which is immediately converted to the corresponding α-chloride by reaction with 14.3 g. (0.12 m... Reactants: N(=NC(=O)OCC)C(=O)OCC (diethyl azodicarboxylate), FC1=C(C(=CC(=C1)NS(=O)(=O)C1=C(C=CC=C1)[N+](=O)[O-])F)CCC(=O)OCC (ethyl 3-(2,6-difluoro-4-{[(2-nitrophenyl)sulfonyl]amino}phenyl)propanoate), C1(=CC=CC=C1)C1=NN(C(=C1)C1=CC=CC=C1)CC1=C(C=C(C=C1)CO)OC(C)C ({4-[(3,5-diphenyl-1H-pyrazol-1-yl)methyl]-3-isopropoxyphenyl}methanol), C1(=CC=CC=C1)P(C1=CC=CC=C1)C1=CC=CC=C1 (triphenylphosphine). Run in O1CCCC1 (tetrahydrofuran). Conditions: time 16 hour. Product: C1(=CC=CC=C1)C1=NN(C(=C1)C1=CC=CC=C1)CC1=C(C=C(CN(C2=CC(=C(C(=C2)F)CCC(=O)OCC)F)S(=O)(=O)C2=C(C=CC=C2)[N+](=O)[O-])C=C1)OC(C)C (ethyl 3-(4-{{4-[(3,5-diphenyl-1H-pyrazol-1-yl)methyl]-3-isopropoxybenzyl}[(2-nitrophenyl)sulfonyl]amino}-2,6-difluorophenyl)propanoate). As a reaction SMILES: [F:1][C:2]1[CH:7]=[C:6]([NH:8][S:9]([C:12]2[CH:17]=[CH:16][CH:15]=[CH:14][C:13]=2[N+:18]([O-:20])=[O:19])(=[O:11])=[O:10])[CH:5]=[C:4]([F:21])[C:3]=1[CH2:22][CH2:23][C:24]([O:26][CH2:27][CH3:28])=[O:25].[C:29]1([C:35]2[CH:39]=[C:38]([C:40]3[CH:45]=[CH:44][CH:43]=[CH:42][CH:41]=3)[N:37]([CH2:46][C:47]3[CH:52]=[CH:51][C:50]([CH2:53]O)=[CH:49][C:48]=3[O:55][CH:56]([CH3:58])[CH3:57])[N:36]=2)[CH:34]=[CH:33][CH:32]=[CH:31][CH:30]=1.C1(P(C2C=CC=CC=2)C2C=CC=CC=2)C=CC=CC=1.N(C(OCC)=O)=NC(OCC)=O>O1CCCC1>[C:29]1([C:35]2[CH:39]=[C:38]([C:40]3[CH:45]=[CH:44][CH:43]=[CH:42][CH:41]=3)[N:37]([CH2:46][C:47]3[CH:52]=[CH:51][C:50]([CH2:53][N:8]([S:9]([C:12]4[CH:17]=[CH:16][CH:15]=[CH:14][C:13]=4[N+:18]([O-:20])=[O:19])(=[O:10])=[O:11])[C:6]4[CH:5]=[C:4]([F:21])[C:3]([CH2:22][CH2:23][C:24]([O:26][CH2:27][CH3:28])=[O:25])=[C:2]([F:1])[CH:7]=4)=[CH:49][C:48]=3[O:55][CH:56]([CH3:58])[CH3:57])[N:36]=2)[CH:30]=[CH:31][CH:32]=[CH:33][CH:34]=1. Procedure: A solution of ethyl 3-(2,6-difluoro-4-{[(2-nitrophenyl)sulfonyl]amino}phenyl)propanoate (0.425 g, 1.03 mmol), {4-[(3,5-diphenyl-1H-pyrazol-1-yl)methyl]-3-isopropoxyphenyl}methanol (0.315 g, 0.790 mmol) and triphenylphosphine (0.312 g, 1.19 mmol) in tetrahydrofuran (15 mL) was stirred at room temperature, diethyl azodicarboxylate (40% toluene solution, 0.540 mL, 1.19 mmol) was added and the mixture was stirred for 16 hr. The reaction mixture was concentrated under reduced pressure, and the residu... Starting materials: solid, BrC1=CC(=CC=2C(=C3N(C12)CCNC3=O)C)C#N (6-bromo-10-methyl-1-oxo-1,2,3,4-tetrahydro-pyrazino[1,2-a]indole-8-carbonitrile), BrC1=CC(=CC=2C(=C3N(C12)CCNC3=O)C)C#N (6-bromo-10-methyl-1-oxo-1,2,3,4-tetrahydro-pyrazino[1,2-a]indole-8-carbonitrile), FC1=C(C=CC(=C1)F)B(O)O (2,4-difluoro-phenylboronic acid). Yields the product FC1=C(C=CC(=C1)F)C1=CC(=CC=2C(=C3N(C12)CCNC3=O)C)C#N (6-(2,4-Difluoro-phenyl)-10-methyl-1-oxo-1,2,3,4-tetrahydro-pyrazino[1,2-a]indole-8-carbonitrile). Reaction SMILES: Br[C:2]1[C:10]2[N:9]3[CH2:11][CH2:12][NH:13][C:14](=[O:15])[C:8]3=[C:7]([CH3:16])[C:6]=2[CH:5]=[C:4]([C:17]#[N:18])[CH:3]=1.[F:19][C:20]1[CH:25]=[C:24]([F:26])[CH:23]=[CH:22][C:21]=1B(O)O>>[F:19][C:20]1[CH:25]=[C:24]([F:26])[CH:23]=[CH:22][C:21]=1[C:2]1[C:10]2[N:9]3[CH2:11][CH2:12][NH:13][C:14](=[O:15])[C:8]3=[C:7]([CH3:16])[C:6]=2[CH:5]=[C:4]([C:17]#[N:18])[CH:3]=1. Procedure details: The title compound, off-white solid (49 mg, 58%), MS (ISP) m/z=338.5 [(M+H)+], mp 237° C., was prepared in accordance with the general method of example 1 from 6-bromo-10-methyl-1-oxo-1,2,3,4-tetrahydro-pyrazino[1,2-a]indole-8-carbonitrile (intermediate 16) (76 mg, 0.25 mmol) and commercially available 2,4-difluoro-phenylboronic acid (51.3 mg, 0.325 mmol). The reactants are Br/C(/C(=O)OCC)=C\C (ethyl bromocrotonate), N1CCCCC1 (piperidine), C([O-])([O-])=O.[K+].[K+] (potassium carbonate). The solvent is C(C)#N (acetonitrile). Yields the product C(C)OC(\C=C\CN1CCCCC1)=O ((E)-4-Piperidin-1-yl-but-2-enoic acid ethyl ester). The yield is 79.6%. Reaction SMILES: Br/[C:2](=[CH:8]\[CH3:9])/[C:3]([O:5][CH2:6][CH3:7])=[O:4].[NH:10]1[CH2:15][CH2:14][CH2:13][CH2:12][CH2:11]1.C(=O)([O-])[O-].[K+].[K+]>C(#N)C>[CH2:6]([O:5][C:3](=[O:4])/[CH:2]=[CH:8]/[CH2:9][N:10]1[CH2:15][CH2:14][CH2:13][CH2:12][CH2:11]1)[CH3:7] |f:2.3.4|. Procedure: A mixture of ethyl bromocrotonate (193 mg), piperidine (94 mg) and potassium carbonate (276 mg) in acetonitrile (10 ml) was stirred and heated at reflux for 3 hours. The reaction mixture was cooled and the solvent was removed in vacuo. The residue was partitioned between water (2×15 ml) and ethyl acetate (20 ml). The organic extracts were dried (Na2SO4), filtered and concentrated in vacuo to give the title compound as an orange oil (157 mg). Tlc Silica. (100:8:1)Mixture of dichloromethane, ethan...